This data is from the Open Reaction Database (ORD), a public repository of structured organic reaction records. The task is: describe an organic reaction: reactants, conditions, products, and yield The reactants are ClC1=C(C=CC(=C1)Cl)C1N(C(C2=CC=CC=C2C1C(=O)NOCC=1C=C(C(=O)O)C=CC1)=O)C1C(CCCC1)NS(=O)(=O)C (3-{[({[(3RS,4RS)-3-(2,4-dichlorophenyl)-2-{(1SR,2SR)-2-[(methylsulfonyl)amino]cyclohexyl}-1-oxo-1,2,3,4-tetrahydroisoquinolin-4-yl]carbonyl}amino)oxy]methyl}benzoic acid), C1=CN(C=N1)C(=O)N2C=CN=C2 (CDI), CS(=O)(=O)N (methane sulfonamide), C1CCC2=NCCCN2CC1 (DBU). Solvent: CN(C)C=O (DMF), C(C)(=O)OCC (ethyl acetate). Conditions: time 30 minute. The product is ClC1=C(C=CC(=C1)Cl)C1N(C(C2=CC=CC=C2C1C(=O)NOCC1=CC(=CC=C1)C(NS(=O)(=O)C)=O)=O)C1C(CCCC1)NS(=O)(=O)C ((3RS,4RS)-3-(2,4-dichlorophenyl)-2-{(1SR,2SR)-2-[(methylsulfonyl)amino]cyclohexyl}-N-({3-[(methylsulfonyl)carbamoyl]benzyl}oxy)-1-oxo-1,2,3,4-tetrahydroisoquinoline-4-carboxamide). The yield is 74.1%. As a reaction SMILES: [Cl:1][C:2]1[CH:7]=[C:6]([Cl:8])[CH:5]=[CH:4][C:3]=1[CH:9]1[CH:18]([C:19]([NH:21][O:22][CH2:23][C:24]2[CH:25]=[C:26]([CH:30]=[CH:31][CH:32]=2)[C:27](O)=[O:28])=[O:20])[C:17]2[C:12](=[CH:13][CH:14]=[CH:15][CH:16]=2)[C:11](=[O:33])[N:10]1[CH:34]1[CH2:39][CH2:38][CH2:37][CH2:36][CH:35]1[NH:40][S:41]([CH3:44])(=[O:43])=[O:42].C1N=CN(C(N2C=NC=C2)=O)C=1.[CH3:57][S:58]([NH2:61])(=[O:60])=[O:59].C1CCN2C(=NCCC2)CC1>CN(C=O)C.C(OCC)(=O)C>[Cl:1][C:2]1[CH:7]=[C:6]([Cl:8])[CH:5]=[CH:4][C:3]=1[CH:9]1[CH:18]([C:19]([NH:21][O:22][CH2:23][C:24]2[CH:32]=[CH:31][CH:30]=[C:26]([C:27](=[O:28])[NH:61][S:58]([CH3:57])(=[O:60])=[O:59])[CH:25]=2)=[O:20])[C:17]2[C:12](=[CH:13][CH:14]=[CH:15][CH:16]=2)[C:11](=[O:33])[N:10]1[CH:34]1[CH2:39][CH2:38][CH2:37][CH2:36][CH:35]1[NH:40][S:41]([CH3:44])(=[O:43])=[O:42]. Reported procedure: To a solution of 330 mg of 3-{[({[(3RS,4RS)-3-(2,4-dichlorophenyl)-2-{(1SR,2SR)-2-[(methylsulfonyl)amino]cyclohexyl}-1-oxo-1,2,3,4-tetrahydroisoquinolin-4-yl]carbonyl}amino)oxy]methyl}benzoic acid in 5 ml of DMF was added 122 mg of CDI, followed by stirring at room temperature for 30 minutes. To the reaction solution were added 71 mg of methane sulfonamide and 0.11 ml of DBU, followed by stirring at room temperature for 3 hours. To the reaction solution was added ethyl acetate, followed by washi... The reactants are CC1([C@@H]([C@@H]1\C=C(/C(OC(C)(C)C)=O)\F)C(=O)O)C ((1R,cis,E) 2,2-dimethyl-3-[2-fluoro-3-oxo-3-(1,1-dimethyl-ethoxy)-1-propenyl]-cyclopropane carboxylic acid), C(#N)[C@H](C1=CC(=C(C=C1)F)OC1=CC=CC=C1)O ((S)α-cyano-3-phenoxy-4-fluoro-benzyl alcohol). Product: CC1([C@@H]([C@@H]1\C=C(/C(OC(C)(C)C)=O)\F)C(=O)O[C@@H](C1=CC(=C(C=C1)F)OC1=CC=CC=C1)C#N)C ((S)α-cyano-3-phenoxy-4-fluoro-benzyl (1R,cis,E) 2,2-dimethyl-3-[2-fluoro-3-oxo-3-(1,1-dimethyl-ethoxy)-1-propenyl]-cyclopropanecarboxylate). RXN SMILES: [CH3:1][C:2]1([CH3:18])[C@@H:4](/[CH:5]=[C:6](/[F:14])\[C:7](=[O:13])[O:8][C:9]([CH3:12])([CH3:11])[CH3:10])[C@H:3]1[C:15]([OH:17])=[O:16].[C:19]([C@@H:21](O)[C:22]1[CH:27]=[CH:26][C:25]([F:28])=[C:24]([O:29][C:30]2[CH:35]=[CH:34][CH:33]=[CH:32][CH:31]=2)[CH:23]=1)#[N:20]>>[CH3:1][C:2]1([CH3:18])[C@@H:4](/[CH:5]=[C:6](/[F:14])\[C:7](=[O:13])[O:8][C:9]([CH3:10])([CH3:11])[CH3:12])[C@H:3]1[C:15]([O:17][C@H:21]([C:19]#[N:20])[C:22]1[CH:27]=[CH:26][C:25]([F:28])=[C:24]([O:29][C:30]2[CH:35]=[CH:34][CH:33]=[CH:32][CH:31]=2)[CH:23]=1)=[O:16]. Reported procedure: Using the procedure of Step B of Example 43, (1R,cis,E) 2,2-dimethyl-3-[2-fluoro-3-oxo-3-(1,1-dimethyl-ethoxy)-1-propenyl]-cyclopropane carboxylic acid and (S)α-cyano-3-phenoxy-4-fluoro-benzyl alcohol were reacted to obtain (S)α-cyano-3-phenoxy-4-fluoro-benzyl (1R,cis,E) 2,2-dimethyl-3-[2-fluoro-3-oxo-3-(1,1-dimethyl-ethoxy)-1-propenyl]-cyclopropanecarboxylate melting at 122° C. and having a specific rotation of [α]D20 =+61°±2.5° (c=0.35% in chloroform). Reactants: COC=1C=C2CCN(CC2=CC1OC)CCC1=CC=C(C=C1)N1N=C(N=N1)C1=C(C=C(C(=C1)OC)OC)NC(=O)C=1OC2=CC=CC=C2C(C1)=O (4-oxo-4H-chromen-2-carboxylic acid [2-(2-{4-[2-(6,7-dimethoxy-3,4-dihydro-1H-isoquinolin-2-yl)-ethyl]-phenyl}-2H-tetrazol-5-yl)-4,5-dimethoxy-phenyl]-amide), Cl (hydrochloric acid). Product: Cl.COC=1C=C2CCN(CC2=CC1OC)CCC1=CC=C(C=C1)N1N=C(N=N1)C1=C(C=C(C(=C1)OC)OC)NC(=O)C=1OC2=CC=CC=C2C(C1)=O (4-oxo-4H-chromene-2-carboxylic acid [2-(2-{4-[2-(6,7-dimethoxy-3,4-dihydro-1H-isoquinolin-2-yl)-ethyl]-phenyl}-2H-tetrazol-5-yl)-4,5-dimethoxy-phenyl]-amide hydrochloride). Isolated yield 89.0%. Reaction SMILES: [CH3:1][O:2][C:3]1[CH:4]=[C:5]2[C:10](=[CH:11][C:12]=1[O:13][CH3:14])[CH2:9][N:8]([CH2:15][CH2:16][C:17]1[CH:22]=[CH:21][C:20]([N:23]3[N:27]=[N:26][C:25]([C:28]4[CH:33]=[C:32]([O:34][CH3:35])[C:31]([O:36][CH3:37])=[CH:30][C:29]=4[NH:38][C:39]([C:41]4[O:42][C:43]5[C:48]([C:49](=[O:51])[CH:50]=4)=[CH:47][CH:46]=[CH:45][CH:44]=5)=[O:40])=[N:24]3)=[CH:19][CH:18]=1)[CH2:7][CH2:6]2.[ClH:52]>>[ClH:52].[CH3:1][O:2][C:3]1[CH:4]=[C:5]2[C:10](=[CH:11][C:12]=1[O:13][CH3:14])[CH2:9][N:8]([CH2:15][CH2:16][C:17]1[CH:22]=[CH:21][C:20]([N:23]3[N:27]=[N:26][C:25]([C:28]4[CH:33]=[C:32]([O:34][CH3:35])[C:31]([O:36][CH3:37])=[CH:30][C:29]=4[NH:38][C:39]([C:41]4[O:42][C:43]5[C:48]([C:49](=[O:51])[CH:50]=4)=[CH:47][CH:46]=[CH:45][CH:44]=5)=[O:40])=[N:24]3)=[CH:19][CH:18]=1)[CH2:7][CH2:6]2 |f:2.3|. Reported procedure: The procedure of Example 33 was repeated except for using 1.5 g of the compound obtained in Example 21 and 0.1 ml of hydrochloric acid as starting materials to obtain 1.4 g of the title compound (yield 89%). Starting materials: CCN=C=NCCCN(C)C.Cl (EDCl), Boc-deprotected tert-butyl 4-(3-chlorophenyl)-4-(2-(pyrrolidin-1-yl)ethoxy)piperidine-1-carboxylate, C(=O)(C(F)(F)F)O (TFA), amine, CCN(C(C)C)C(C)C (DIPEA), COC1=CC(=C(C(=C1)C)S(=O)(=O)N1[C@@H](CCCC1)COCC(=O)O)C ((S)-2-((1-(4-methoxy-2,6-dimethylphenylsulfonyl)piperidin-2-yl)methoxy)acetic acid), C=1C=CC2=C(C1)N=NN2O (HOBt). The solvent is C(Cl)Cl (methylene chloride), C(Cl)Cl (methylene chloride), C(Cl)Cl (methylene chloride), C(Cl)Cl (methylene chloride). Conditions: time 10 minute. Yields the product ClC=1C=C(C=CC1)C1(CCN(CC1)C(COC[C@H]1N(CCCC1)S(=O)(=O)C1=C(C=C(C=C1C)OC)C)=O)OCCN1CCCC1 (1-[4-(3-Chlorophenyl)-4-(2-pyrrolidin-1-yl-ethoxy)-piperidin-1-yl]-2-[[(2S)-1-[(4-methoxy-2,6-dimethyl-phenyl)sulfonyl]-piperidin-2-yl]-methoxy]-ethanone). As a reaction SMILES: [CH3:1][CH2:2][N:3]([CH:7]([CH3:9])C)[CH:4]([CH3:6])C.[CH3:10][O:11][C:12]1[CH:17]=[C:16]([CH3:18])[C:15]([S:19]([N:22]2[CH2:27][CH2:26][CH2:25][CH2:24][C@H:23]2[CH2:28][O:29][CH2:30][C:31]([OH:33])=O)(=[O:21])=[O:20])=[C:14]([CH3:34])[CH:13]=1.[CH:35]1[CH:36]=[CH:37][C:38]2N(O)N=N[C:39]=2[CH:40]=1.[CH3:45][CH2:46][N:47]=[C:48]=NCCCN(C)C.[ClH:56].[C:57]([OH:63])([C:59](F)(F)F)=O>C(Cl)Cl>[Cl:56][C:35]1[CH:40]=[C:39]([C:57]2([O:63][CH2:9][CH2:7][N:3]3[CH2:2][CH2:1][CH2:6][CH2:4]3)[CH2:45][CH2:46][N:47]([C:31](=[O:33])[CH2:30][O:29][CH2:28][C@@H:23]3[CH2:24][CH2:25][CH2:26][CH2:27][N:22]3[S:19]([C:15]3[C:14]([CH3:34])=[CH:13][C:12]([O:11][CH3:10])=[CH:17][C:16]=3[CH3:18])(=[O:20])=[O:21])[CH2:48][CH2:59]2)[CH:38]=[CH:37][CH:36]=1 |f:3.4|. Reported procedure: DIPEA (2.5 eq.) was added to a cooled solution (0° C.) of (S)-2-((1-(4-methoxy-2,6-dimethylphenylsulfonyl)piperidin-2-yl)methoxy)acetic acid [acid D] in methylene chloride (5 ml/mmol), followed by HOBt (1 eq.) and EDCl (1.5 eq.). The reaction mixture was stirred at room temperature for 10 min and cooled to 0° C. and a solution of Boc-deprotected tert-butyl 4-(3-chlorophenyl)-4-(2-(pyrrolidin-1-yl)ethoxy)piperidine-1-carboxylate [amine I] (1.2 eq.) [Boc-deprotected in the presence of TFA (10-13 e...